Dataset: the Open Reaction Database (ORD), a public repository of structured organic reaction records. Task: describe an organic reaction: reactants, conditions, products, and yield The reactants are COC(=O)c1cc(Oc2ccc(C(=O)OC(C)(C)C)nc2)c2c(c1)OC(C)(C)C2, ClCCl, O=C(O)C(F)(F)F. Yields the product COC(=O)c1cc(Oc2ccc(C(=O)O)nc2)c2c(c1)OC(C)(C)C2. RXN SMILES: [C:1]([CH3:2])([CH3:3])([CH3:4])[O:5][C:6](=[O:7])[c:8]1[n:9][cH:10][c:11]([O:14][c:15]2[cH:16][c:17]([C:26](=[O:27])[O:28][CH3:29])[cH:18][c:19]3[c:20]2[CH2:21][C:22]([CH3:24])([CH3:25])[O:23]3)[cH:12][cH:13]1.[Cl:30][CH2:31][Cl:32].[F:33][C:34]([F:35])([F:36])[C:37]([OH:38])=[O:39]>>[O:5]=[C:6]([OH:7])[c:8]1[n:9][cH:10][c:11]([O:14][c:15]2[cH:16][c:17]([C:26](=[O:27])[O:28][CH3:29])[cH:18][c:19]3[c:20]2[CH2:21][C:22]([CH3:24])([CH3:25])[O:23]3)[cH:12][cH:13]1. Starting materials: [Na+].[Cl-] (NaCl), C([O-])([O-])=O.[Na+].[Na+] (sodium carbonate), OO (hydrogen peroxide). Conditions: temperature 20 celsius. Yields the product C(=O)([O-])[O-].C(=O)([O-])[O-].OO.OO.OO.[Na+].[Na+].[Na+].[Na+] (Sodium percarbonate). As a reaction SMILES: [Na+:1].[Cl-].[C:3](=[O:6])([O-:5])[O-:4].[Na+].[Na+].[OH:9][OH:10]>>[C:3]([O-:6])([O-:5])=[O:4].[C:3]([O-:6])([O-:5])=[O:4].[OH:9][OH:10].[OH:9][OH:10].[OH:9][OH:10].[Na+:1].[Na+:1].[Na+:1].[Na+:1] |f:0.1,2.3.4,6.7.8.9.10.11.12.13.14|. Reported procedure: Sodium percarbonate core particles were prepared in a continuous crystallization process using NaCl as salting out agent in a concentration of about 200 g/l. The crystallization reactor was filled with mother liquor at a temperature between 15 and 25° C. Solid sodium carbonate was added thereto until saturation is reached as well as a slight excess of a 60% wt aqueous hydrogen peroxide solution. The reactor was continuously stirred and cooled at a temperature of 15-25° C. Starting materials: CO, O=[N+]([O-])c1ccc(CNS(=O)(=O)C2CC2)cc1. Yields the product Nc1ccc(CNS(=O)(=O)C2CC2)cc1. Reaction SMILES: [CH3:18][OH:19].[CH:1]1([S:4](=[O:5])(=[O:6])[NH:7][CH2:8][c:9]2[cH:10][cH:11][c:12]([N+:15]([O-:16])=[O:17])[cH:13][cH:14]2)[CH2:2][CH2:3]1>>[CH:1]1([S:4](=[O:5])(=[O:6])[NH:7][CH2:8][c:9]2[cH:10][cH:11][c:12]([NH2:15])[cH:13][cH:14]2)[CH2:2][CH2:3]1. Yields the product C(#N)C=C1CCN(CC1)C1=C(C=C(C=C1)N1C(O[C@H](C1)CNCC=C)=O)F ((S)-{3-[4-(4-cyanomethylidene-piperidin-1-yl)-3-fluorophenyl]-2-oxo-oxazolidin-5-ylmethylamino}-prop-2-ene). Starting materials: C(#N)C=C1CCN(CC1)C1=C(C=C(C=C1)N1C(O[C@H](C1)CN)=O)F ((S)-N-{3-[4-(4-cyanomethylidene-piperidin-1-yl)-3-fluorophenyl]-2-oxo-oxazolidin-5-ylmethyl}-amine), C(C=C)Br (allyl bromide), C([O-])([O-])=O.[K+].[K+] (potassium carbonate). Isolated yield 35.0%. Reported procedure: The mixture of (S)-N-{3-[4-(4-cyanomethylidene-piperidin-1-yl)-3-fluorophenyl]-2-oxo-oxazolidin-5-ylmethyl}-amine (0.12 mmol), allyl bromide (0.18 mmol), and potassium carbonate (0.25 mmol) in tetrahydrofuran was heated at reflux temperature for 12 hours. Solvent evaporation and purification to provided the title compound in 35% yield. RXN SMILES: [C:1]([CH:3]=[C:4]1[CH2:9][CH2:8][N:7]([C:10]2[CH:15]=[CH:14][C:13]([N:16]3[CH2:20][C@H:19]([CH2:21][NH2:22])[O:18][C:17]3=[O:23])=[CH:12][C:11]=2[F:24])[CH2:6][CH2:5]1)#[N:2].[CH2:25](Br)[CH:26]=[CH2:27].C(=O)([O-])[O-].[K+].[K+]>O1CCCC1>[C:1]([CH:3]=[C:4]1[CH2:9][CH2:8][N:7]([C:10]2[CH:15]=[CH:14][C:13]([N:16]3[CH2:20][C@H:19]([CH2:21][NH:22][CH2:27][CH:26]=[CH2:25])[O:18][C:17]3=[O:23])=[CH:12][C:11]=2[F:24])[CH2:6][CH2:5]1)#[N:2] |f:2.3.4|. Run in O1CCCC1 (tetrahydrofuran). The reactants are CC(CC(=O)O)(C1=CC=CC=C1)C (3,3-dimethyl-3-phenyl propionic acid), C(=O)=O.CC(=O)C (dry ice acetone), CN1C(N(CCC1)C)=O (1,3-dimethyl-3,4,5,6-tetrahydro-2(1 H)-pyrimidinone), ice water, C(C)(C)[N-]C(C)C.[Li+] (Lithium diisopropylamide), C(C1=CC=CC=C1)Br (Benzyl bromide). The solvent is O1CCCC1 (tetrahydrofuran). Yields the product C(C1=CC=CC=C1)C(C(=O)O)C(C)(C1=CC=CC=C1)C (2-benzyl-3-methyl-3-phenylbutanoic acid). Reaction SMILES: [CH3:1][C:2]([CH3:13])([C:7]1[CH:12]=[CH:11][CH:10]=[CH:9][CH:8]=1)[CH2:3][C:4]([OH:6])=[O:5].C(=O)=O.CC(C)=O.C([N-]C(C)C)(C)C.[Li+].CN1CCCN(C)C1=O.[CH2:38](Br)[C:39]1[CH:44]=[CH:43][CH:42]=[CH:41][CH:40]=1>O1CCCC1>[CH2:38]([CH:3]([C:2]([CH3:13])([C:7]1[CH:12]=[CH:11][CH:10]=[CH:9][CH:8]=1)[CH3:1])[C:4]([OH:6])=[O:5])[C:39]1[CH:44]=[CH:43][CH:42]=[CH:41][CH:40]=1 |f:1.2,3.4|. Procedure details: In accordance with a modified literature procedure (Pfeffer, P. E.; Silbert, L. S.; Chirinko, J. M. J. Org. Chem. 37(3), 1972, 451-458), a solution of 3,3-dimethyl-3-phenyl propionic acid (0.22 g, 1.2 mmol, from Reference Example 22) in tetrahydrofuran (2 mL) is cooled to −40° C. (dry ice/acetone) while stirring under a nitrogen atmosphere. Lithium diisopropylamide (Aldrich, 2.0 M solution in tetrahydrofuran/ethylbenzene/heptane, 1.4 mL, 2.8 mmol) is added dropwise via syringe, followed by 1,3-d... Starting materials: ClC1=NC(=C(C=C1C(=O)OCC)C#N)C (2-chloro-5-cyano-6-methyl-3-pyridine-carboxylic acid, ethyl ester), C(C)(CC)N (sec. butylamine), O (water), amine. Run in C(C)O (ethanol). The product is C(#N)C=1C=C(C(=NC1C)NC(CC)C)C(=O)OCC (5-Cyano-6-methyl-2-[(1-methylpropyl)amino]-3-pyridine-carboxylic acid, ethyl ester). Reaction SMILES: Cl[C:2]1[C:7]([C:8]([O:10][CH2:11][CH3:12])=[O:9])=[CH:6][C:5]([C:13]#[N:14])=[C:4]([CH3:15])[N:3]=1.[CH:16]([NH2:20])([CH2:18][CH3:19])[CH3:17].O>C(O)C>[C:13]([C:5]1[CH:6]=[C:7]([C:8]([O:10][CH2:11][CH3:12])=[O:9])[C:2]([NH:20][CH:16]([CH3:17])[CH2:18][CH3:19])=[N:3][C:4]=1[CH3:15])#[N:14]. Procedure: 22.4 g of 2-chloro-5-cyano-6-methyl-3-pyridine-carboxylic acid, ethyl ester (1 mol) of Example 1(b) are treated in 100 ml of ethanol with 15 g sec. butylamine at reflux temperature with stirring. After the addition of the amine is completed, the solution is poured into 200 ml of cold water, and the amino compound is filtered off. Yield 22 g (84%); m.p. 55°-57° C.